This data is from the Open Reaction Database (ORD), a public repository of structured organic reaction records. The task is: describe an organic reaction: reactants, conditions, products, and yield Starting materials: 30, BrCCCC(C(=O)Cl)(C1=CC=C(C=C1)F)C1=CC=C(C=C1)F (α-(3-bromopropyl)-4-fluoro-α-(4-fluorophenyl)benzeneacetyl chloride), C(C)O (ethanol). The solvent is CC1=CC=CC=C1 (methylbenzene). Conditions: time 8 hour. The product is BrCCCC(C(=O)OCC)(C1=CC=C(C=C1)F)C1=CC=C(C=C1)F (ethyl α-(3-bromopropyl)-4-fluoro-α-(4-fluorophenyl)benzeneacetate), intermediate 18. As a reaction SMILES: [Br:1][CH2:2][CH2:3][CH2:4][C:5]([C:16]1[CH:21]=[CH:20][C:19]([F:22])=[CH:18][CH:17]=1)([C:9]1[CH:14]=[CH:13][C:12]([F:15])=[CH:11][CH:10]=1)[C:6](Cl)=[O:7].[CH2:23]([OH:25])[CH3:24]>CC1C=CC=CC=1>[Br:1][CH2:2][CH2:3][CH2:4][C:5]([C:16]1[CH:21]=[CH:20][C:19]([F:22])=[CH:18][CH:17]=1)([C:9]1[CH:14]=[CH:13][C:12]([F:15])=[CH:11][CH:10]=1)[C:6]([O:25][CH2:23][CH3:24])=[O:7]. Procedure details: A mixture of 30 parts of α-(3-bromopropyl)-4-fluoro-α-(4-fluorophenyl)benzeneacetyl chloride, 9.3 parts of ethanol and 90 parts of methylbenzene was stirred overnight at room temperature. The reaction mixture was evaporated, the residue was taken up in ethanol and the latter was evaporated again. The residue was taken up in 2,2'-oxybispropane. The whole was washed with a saturate sodium hydrogen carbonate solution and with water, dried, filtered and evaporated. The residue was purified by column... Reactants: CCCCc1nc2c(Oc3ccccc3)nc(C)c(C)c2n1CCOc1ccccc1, CC(=O)[O-], CCOC(C)=O, [NH4+]. The product is CCCCc1nc2c(N)nc(C)c(C)c2n1CCOc1ccccc1. Reaction SMILES: [CH2:6]([CH2:7][CH2:8][CH3:9])[c:10]1[n:11]([CH2:28][CH2:29][O:30][c:31]2[cH:32][cH:33][cH:34][cH:35][cH:36]2)[c:12]2[c:13]([c:14]([O:20][c:21]3[cH:22][cH:23][cH:24][cH:25][cH:26]3)[n:15][c:16]([CH3:19])[c:17]2[CH3:18])[n:27]1.[CH3:2][C:3](=[O:4])[O-:5].[CH3:37][CH2:38][O:39][C:40](=[O:41])[CH3:42].[NH4+:1]>>[NH2:1][c:14]1[c:13]2[c:12]([n:11]([CH2:28][CH2:29][O:30][c:31]3[cH:32][cH:33][cH:34][cH:35][cH:36]3)[c:10]([CH2:6][CH2:7][CH2:8][CH3:9])[n:27]2)[c:17]([CH3:18])[c:16]([CH3:19])[n:15]1. The reactants are [OH-].[Na+] (sodium hydroxide), [N-]=[N+]=[N-].[Na+] (Sodium azide), [Cl-].[NH4+] (ammonium chloride), ClC1=CC(=C(OCC#N)C(=C1)COC1=CC(=CC=C1)OCC1=NC2=CC=CC=C2C=C1)C ({4-Chloro-2-methyl-6-[3-(quinolin-2-ylmethoxy)-phenoxymethyl]-phenoxy}acetonitrile). Run in CN(C)C=O (DMF). Reaction conditions: temperature 110 celsius. Yields the product ClC=1C=C(C(=C(COC=2C=C(OCC3=NC4=CC=CC=C4C=C3)C=CC2)C1)OCC1=NN=NN1)C (2-{3-[5-Chloro-3-methyl-2-(1H-tetrazol-5-ylmethoxy)-benzyloxy]-phenoxymethyl}-quinoline). As a reaction SMILES: [N-:1]=[N+:2]=[N-:3].[Na+].[Cl-].[NH4+].[Cl:7][C:8]1[CH:17]=[C:16]([CH2:18][O:19][C:20]2[CH:25]=[CH:24][CH:23]=[C:22]([O:26][CH2:27][C:28]3[CH:37]=[CH:36][C:35]4[C:30](=[CH:31][CH:32]=[CH:33][CH:34]=4)[N:29]=3)[CH:21]=2)[C:11]([O:12][CH2:13][C:14]#[N:15])=[C:10]([CH3:38])[CH:9]=1.[OH-].[Na+]>CN(C=O)C>[Cl:7][C:8]1[CH:9]=[C:10]([CH3:38])[C:11]([O:12][CH2:13][C:14]2[NH:15][N:3]=[N:2][N:1]=2)=[C:16]([CH:17]=1)[CH2:18][O:19][C:20]1[CH:21]=[C:22]([CH:23]=[CH:24][CH:25]=1)[O:26][CH2:27][C:28]1[CH:37]=[CH:36][C:35]2[C:30](=[CH:31][CH:32]=[CH:33][CH:34]=2)[N:29]=1 |f:0.1,2.3,5.6|. Reported procedure: Sodium azide (395 mg, 6.1 mmol) and ammonium chloride (325 mg, 6.1 mmol) are added to a solution of {4-chloro-2-methyl-6-[3-(quinolin-2-ylmethoxy)-phenoxymethyl]-phenoxy}-acetonitrile (300 mg, 0.68 mmol, example 36c) in DMF (2 mL) and heated at 110° C. for 2 h. The reaction is then cooled and poured into a 1 N sodium hydroxide solution (20 mL) with the formation of a solid. This mixture is then washed with ether (4×) and the ether is discarded. The remaining aqueous solution contains a solid whi... Starting materials: CN(C)CCCc1c[nH]c2ccc(Br)cc12, CC(C)(C)P(C(C)(C)C)C(C)(C)C, C1CCOC1, C[Si](C)(C)[Si](C)(C)C, CO, ClCCl, [Li], N, O=C(C=Cc1ccccc1)C=Cc1ccccc1, O=C(C=Cc1ccccc1)C=Cc1ccccc1, O=C(C=Cc1ccccc1)C=Cc1ccccc1, [Pd], [Pd]. As a reaction SMILES: [Br:1][c:2]1[cH:3][c:4]2[c:5]([CH2:11][CH2:12][CH2:13][N:14]([CH3:15])[CH3:16])[cH:6][nH:7][c:8]2[cH:9][cH:10]1.[C:17]([P:18]([C:19]([CH3:20])([CH3:21])[CH3:22])[C:23]([CH3:24])([CH3:25])[CH3:26])([CH3:27])([CH3:28])[CH3:29].[CH2:40]1[O:41][CH2:42][CH2:43][CH2:44]1.[CH3:30][Si:31]([CH3:32])([CH3:33])[Si:34]([CH3:35])([CH3:36])[CH3:37].[CH3:45][OH:46].[Cl:47][CH2:48][Cl:49].[Li:38].[NH3:39].[O:52]=[C:53]([CH:54]=[CH:55][c:56]1[cH:57][cH:58][cH:59][cH:60][cH:61]1)[CH:62]=[CH:63][c:64]1[cH:65][cH:66][cH:67][cH:68][cH:69]1.[O:70]=[C:71]([CH:72]=[CH:73][c:74]1[cH:75][cH:76][cH:77][cH:78][cH:79]1)[CH:80]=[CH:81][c:82]1[cH:83][cH:84][cH:85][cH:86][cH:87]1.[O:88]=[C:89]([CH:90]=[CH:91][c:92]1[cH:93][cH:94][cH:95][cH:96][cH:97]1)[CH:98]=[CH:99][c:100]1[cH:101][cH:102][cH:103][cH:104][cH:105]1.[Pd:50].[Pd:51]>>[c:2]1([NH2:39])[cH:3][c:4]2[c:5]([CH2:11][CH2:12][CH2:13][N:14]([CH3:15])[CH3:16])[cH:6][nH:7][c:8]2[cH:9][cH:10]1. Product: CN(C)CCCc1c[nH]c2ccc(N)cc12.